From a dataset of the Open Reaction Database (ORD), a public repository of structured organic reaction records. describe an organic reaction: reactants, conditions, products, and yield Reactants: ClCCl, COc1ccc(CNc2ncc(Br)cc2-c2ncsc2-c2cccc(Cl)c2Cl)cc1, O=C(O)C(F)(F)F. Yields the product Nc1ncc(Br)cc1-c1ncsc1-c1cccc(Cl)c1Cl. As a reaction SMILES: [CH2:38]([Cl:39])[Cl:40].[CH3:1][O:2][c:3]1[cH:4][cH:5][c:6]([CH2:7][NH:8][c:9]2[n:10][cH:11][c:12]([Br:28])[cH:13][c:14]2-[c:15]2[n:16][cH:17][s:18][c:19]2-[c:20]2[c:21]([Cl:27])[c:22]([Cl:26])[cH:23][cH:24][cH:25]2)[cH:29][cH:30]1.[F:31][C:32]([F:33])([F:34])[C:35]([OH:36])=[O:37]>>[NH2:8][c:9]1[n:10][cH:11][c:12]([Br:28])[cH:13][c:14]1-[c:15]1[n:16][cH:17][s:18][c:19]1-[c:20]1[c:21]([Cl:27])[c:22]([Cl:26])[cH:23][cH:24][cH:25]1. Reactants: BrC=1C=C2C(=C(C=NC2=CC1)C(=O)C1CC1)N1CCC(CC1)CN1CCCC1 ({6-bromo-4-[4-(pyrrolidin-1-ylmethyl)piperidin-1-yl]quinolin-3-yl}(cyclopropyl)methanone), CC1(OB(OC1(C)C)C1=CC(=C(C=C1)O)OC(F)(F)F)C (4-(4,4,5,5-tetramethyl-1,3,2-dioxaborolan-2-yl)-2-(trifluoromethoxy)phenol). Yields the product C1(CC1)C(=O)C=1C=NC2=CC=C(C=C2C1N1CCC(CC1)CN1CCCC1)C1=CC(=C(C=C1)O)OC(F)(F)F (Cyclopropyl{6-[4-hydroxy-3-(trifluoromethoxy)phenyl]-4-[4-(pyrrolidin-1-ylmethyl]piperidin-1-yl}quinolin-3-yl)methanone). Reaction SMILES: Br[C:2]1[CH:3]=[C:4]2[C:9](=[CH:10][CH:11]=1)[N:8]=[CH:7][C:6]([C:12]([CH:14]1[CH2:16][CH2:15]1)=[O:13])=[C:5]2[N:17]1[CH2:22][CH2:21][CH:20]([CH2:23][N:24]2[CH2:28][CH2:27][CH2:26][CH2:25]2)[CH2:19][CH2:18]1.CC1(C)C(C)(C)OB([C:37]2[CH:42]=[CH:41][C:40]([OH:43])=[C:39]([O:44][C:45]([F:48])([F:47])[F:46])[CH:38]=2)O1>>[CH:14]1([C:12]([C:6]2[CH:7]=[N:8][C:9]3[C:4]([C:5]=2[N:17]2[CH2:18][CH2:19][CH:20]([CH2:23][N:24]4[CH2:25][CH2:26][CH2:27][CH2:28]4)[CH2:21][CH2:22]2)=[CH:3][C:2]([C:37]2[CH:42]=[CH:41][C:40]([OH:43])=[C:39]([O:44][C:45]([F:46])([F:48])[F:47])[CH:38]=2)=[CH:11][CH:10]=3)=[O:13])[CH2:16][CH2:15]1. Procedure: Following general procedure D, {6-bromo-4-[4-(pyrrolidin-1-ylmethyl)piperidin-1-yl]quinolin-3-yl}(cyclopropyl)methanone (30 mg, 0.068 mmol) was reacted with 4-(4,4,5,5-tetramethyl-1,3,2-dioxaborolan-2-yl)-2-(trifluoromethoxy)phenol (36 mg, 0.140 mmol) as a yellow solid: 1H NMR (500 MHz, CD3OD) δ 8.80 (s, 1H), 8.28 (d, J=1.6 Hz, 1H), 8.08-7.98 (m, 2H), 7.64-7.57 (m, 2H), 7.12 (d, J=9.0 Hz, 1H), 3.54 (d, J=12.8 Hz, 2H), 3.22 (t, J=11.5 Hz, 2H), 3.13 (s, 4H), 2.99 (s, 2H), 2.64-2.50 (m, 1H), 2.10-1... Reactants: ClC1=CC=C(CNC(=O)C=2C=NC3=C(C=C(C=C3C2O)SCCO)F)C=C1 (N-(4-chlorobenzyl)-8-fluoro-4-hydroxy-6-[(2-hydroxyethyl)sulfanyl]-3-quinolinecarboxamide), ClC1=CC(=CC=C1)C(=O)OO (m-chloroperbenzoic acid). Product: ClC1=CC=C(CNC(=O)C=2C=NC3=C(C=C(C=C3C2O)S(=O)CCO)F)C=C1 (N-(4-Chlorobenzyl)-8-fluoro-4-hydroxy-6-[(2-hydroxyethyl)sulfinyl]-3-quinolinecarboxamide). RXN SMILES: [Cl:1][C:2]1[CH:27]=[CH:26][C:5]([CH2:6][NH:7][C:8]([C:10]2[CH:11]=[N:12][C:13]3[C:18]([C:19]=2[OH:20])=[CH:17][C:16]([S:21][CH2:22][CH2:23][OH:24])=[CH:15][C:14]=3[F:25])=[O:9])=[CH:4][CH:3]=1.ClC1C=CC=C(C(OO)=[O:36])C=1>>[Cl:1][C:2]1[CH:3]=[CH:4][C:5]([CH2:6][NH:7][C:8]([C:10]2[CH:11]=[N:12][C:13]3[C:18]([C:19]=2[OH:20])=[CH:17][C:16]([S:21]([CH2:22][CH2:23][OH:24])=[O:36])=[CH:15][C:14]=3[F:25])=[O:9])=[CH:26][CH:27]=1. Reported procedure: This compound was prepared from N-(4-chlorobenzyl)-8-fluoro-4-hydroxy-6-[(2-hydroxyethyl)sulfanyl]-3-quinolinecarboxamide (Example No. 171) and an equimolar amount of m-chloroperbenzoic acid according to a procedure similar to described in Example 175. Reactants: N1C=NC(=C1)C(=O)OC (methyl 1H-imidazole-4-carboxylate), [H-].[Na+] (sodium hydride), ClCOCC[Si](C)(C)C ((2-(chloromethoxy)ethyl)trimethylsilane). Run in CN(C)C=O (DMF), CN(C)C=O (DMF). Run at time 16 hour. Yields the product C[Si](CCOCN1C=NC(=C1)C(=O)OC)(C)C (Methyl 1-((2-(trimethylsilyl)ethoxy)methyl)-1H-imidazole-4-carboxylate). Yield: 73.1%. As a reaction SMILES: [H-].[Na+].[NH:3]1[CH:7]=[C:6]([C:8]([O:10][CH3:11])=[O:9])[N:5]=[CH:4]1.Cl[CH2:13][O:14][CH2:15][CH2:16][Si:17]([CH3:20])([CH3:19])[CH3:18]>CN(C=O)C>[CH3:18][Si:17]([CH3:20])([CH3:19])[CH2:16][CH2:15][O:14][CH2:13][N:3]1[CH:7]=[C:6]([C:8]([O:10][CH3:11])=[O:9])[N:5]=[CH:4]1 |f:0.1|. Procedure: To a stirred suspension of sodium hydride (572 mg, 23.8 mmol, 94%) in dry DMF (50 mL) at 0° C. was added methyl 1H-imidazole-4-carboxylate (3.0 g, 23.8 mmol) in DMF (90 mL) and was allowed to warm up to room temperature over 30 min. The reaction mixture was cooled to 0° C. and was treated dropwise with (2-(chloromethoxy)ethyl)trimethylsilane (Aldrich, 4.77 g, 28.6 mmol). The cold bath was removed and the mixture was stirred for 16 h. The reaction mixture was quenched by the addition of ice-flake... Reactants: ClC1=NN=C(C2=C(C=CC=C12)Cl)OC=1C=CC(=C(C(=O)OC)C1)F (methyl 5-((4,8-dichlorophthalazin-1-yl)oxy)-2-fluorobenzoate), C(C)(=O)O (acetic acid), C(C)(=O)[O-].[Na+] (sodium acetate). Solvent: C(C)(=O)OCC (ethyl acetate). Yields the product ClC=1C=CC=C2C(NN=C(C12)OC=1C=CC(=C(C(=O)OC)C1)F)=O (methyl 5-((8-chloro-4-oxo-3,4-dihydrophthalazin-1-yl)oxy)-2-fluorobenzoate), white solid. The yield is 95.0%. RXN SMILES: Cl[C:2]1[C:11]2[C:6](=[C:7]([Cl:12])[CH:8]=[CH:9][CH:10]=2)[C:5]([O:13][C:14]2[CH:15]=[CH:16][C:17]([F:24])=[C:18]([CH:23]=2)[C:19]([O:21][CH3:22])=[O:20])=[N:4][N:3]=1.C(O)(=[O:27])C.C([O-])(=O)C.[Na+]>C(OCC)(=O)C>[Cl:12][C:7]1[CH:8]=[CH:9][CH:10]=[C:11]2[C:6]=1[C:5]([O:13][C:14]1[CH:15]=[CH:16][C:17]([F:24])=[C:18]([CH:23]=1)[C:19]([O:21][CH3:22])=[O:20])=[N:4][NH:3][C:2]2=[O:27] |f:2.3|. Reported procedure: Methyl 5-((4,8-dichlorophthalazin-1-yl)loxy)-2-fluorobenzoate (5d) (700 mg, 1.9 mmol), acetic acid (20 mL) and sodium acetate (420 mg, 3 mmol) were added into a reaction flask successively, the mixture was refluxed for one hour, and diluted with 50 mL ethyl acetate. The reaction solution was washed with 50 mL saturated sodium bicarbonate solution and saturated sodium chloride solution successively for three times, the organic layers were combined, concentrated and dried to give methyl 5-((8-chlo... Starting materials: C(C1=CC=CC=C1)Br (Benzyl bromide), FC=1C=NC=CC1\C=C\C1=CC=CC=C1 ((E)-3-fluoro-4-(2-phenylethenyl)pyridine), [BH4-].[Na+] (Sodium borohydride). Run in C(C)O (ethanol), CN(C=O)C (dimethylformamide). Reaction conditions: temperature 90 celsius, time 1 hour. Product: C(C1=CC=CC=C1)N1CC(=C(CC1)\C=C\C1=CC=CC=C1)F ((E)-1-Benzyl-3-fluoro-4-(2-phenylethenyl)-1,2,5,6-tetrahydropyridine). The yield is 10.6%. Reaction SMILES: [CH2:1](Br)[C:2]1[CH:7]=[CH:6][CH:5]=[CH:4][CH:3]=1.[F:9][C:10]1[CH:11]=[N:12][CH:13]=[CH:14][C:15]=1/[CH:16]=[CH:17]/[C:18]1[CH:23]=[CH:22][CH:21]=[CH:20][CH:19]=1.[BH4-].[Na+]>CN(C)C=O.C(O)C>[CH2:1]([N:12]1[CH2:13][CH2:14][C:15](/[CH:16]=[CH:17]/[C:18]2[CH:23]=[CH:22][CH:21]=[CH:20][CH:19]=2)=[C:10]([F:9])[CH2:11]1)[C:2]1[CH:7]=[CH:6][CH:5]=[CH:4][CH:3]=1 |f:2.3|. Procedure details: Benzyl bromide (0.45 ml, 3.8 mmol) was added to a solution of (E)-3-fluoro-4-(2-phenylethenyl)pyridine (0.6781 g, 3.40 mmol) in anhydrous dimethylformamide (5 ml) and the mixture stirred at 90° C. under nitrogen for 1 hour. The mixture was allowed to cool and diluted with ethanol (50 ml). Sodium borohydride (0.1580 g, 4.18 mmol) was added portionwise and the resulting reaction mixture stirred at room temperature for 2 hours. The mixture was concentrated in vacuo, water (100 ml) added and extract...